From a dataset of the Open Reaction Database (ORD), a public repository of structured organic reaction records. describe an organic reaction: reactants, conditions, products, and yield Starting materials: CS(C)=O, CC(=O)c1csc(-c2ccc(Cl)c(Cl)c2)c1O, NNC(=O)c1ccc(C(=O)NCCN2CCCC2)s1. The product is CC(=NNC(=O)c1ccc(C(=O)NCCN2CCCC2)s1)c1csc(-c2ccc(Cl)c(Cl)c2)c1O. RXN SMILES: [CH3:37][S:38](=[O:39])[CH3:40].[Cl:1][c:2]1[cH:3][c:4](-[c:9]2[s:10][cH:11][c:12]([C:15](=[O:16])[CH3:17])[c:13]2[OH:14])[cH:5][cH:6][c:7]1[Cl:8].[N:18]1([CH2:23][CH2:24][NH:25][C:26](=[O:27])[c:28]2[s:29][c:30]([C:33](=[O:34])[NH:35][NH2:36])[cH:31][cH:32]2)[CH2:19][CH2:20][CH2:21][CH2:22]1>>[Cl:1][c:2]1[cH:3][c:4](-[c:9]2[s:10][cH:11][c:12]([C:15]([CH3:17])=[N:36][NH:35][C:33]([c:30]3[s:29][c:28]([C:26]([NH:25][CH2:24][CH2:23][N:18]4[CH2:19][CH2:20][CH2:21][CH2:22]4)=[O:27])[cH:32][cH:31]3)=[O:34])[c:13]2[OH:14])[cH:5][cH:6][c:7]1[Cl:8]. Starting materials: C1(=CC=C(C=C1)S(=O)(=O)O)C (p-toluenesulphonic acid), ClC1=CC=C(C=C1)CC(N1N=CN=C1)C1(OCCC1(C)C)O (1-(4-chlorophenyl)-2-(3,3-dimethyl-2-hydroxy-tetrahydrofuran-2-yl)-2-(1,2,4-triazol-1-yl)-ethane), O (water). The solvent is C1(=CC=CC=C1)C (toluene). Yields the product ClC1=CC=C(C=C1)CC(N1N=CN=C1)=C1OCCC1(C)C (1-(4-chlorophenyl)-2-(3,3-dimethyl-tetrahydrofuran-2-ylidene)-2-(1,2,4-triazol-1-yl)-ethane). Isolated yield 8.5%. Reaction SMILES: [Cl:1][C:2]1[CH:7]=[CH:6][C:5]([CH2:8][CH:9]([C:15]2(O)[C:19]([CH3:21])([CH3:20])[CH2:18][CH2:17][O:16]2)[N:10]2[CH:14]=[N:13][CH:12]=[N:11]2)=[CH:4][CH:3]=1.C1(C)C=CC(S(O)(=O)=O)=CC=1.O>C1(C)C=CC=CC=1>[Cl:1][C:2]1[CH:7]=[CH:6][C:5]([CH2:8][C:9](=[C:15]2[C:19]([CH3:21])([CH3:20])[CH2:18][CH2:17][O:16]2)[N:10]2[CH:14]=[N:13][CH:12]=[N:11]2)=[CH:4][CH:3]=1. Reported procedure: 5 g (0.0155 mole) of 1-(4-chlorophenyl)-2-(3,3-dimethyl-2-hydroxy-tetrahydrofuran-2-yl)-2-(1,2,4-triazol-1-yl)-ethane are dissolved in 100 ml of toluene, 0.5 g of p-toluenesulphonic acid are added and the mixture is heated under reflux for 2 hours, using a water separator. The reaction mixture is cooled, washed with water, dried over sodium sulphate and concentrated in vacuo. The residue is purified by column chromatography (silica gel; ethyl acetate/cyclohexane=3:1). 2.8 g (59.6% of theory) of ... The reactants are COc1cc(CCO)cc2c1OCO2, Cc1ccccc1, O, O=S(Cl)Cl, c1ccncc1. As a reaction SMILES: [CH3:1][O:2][c:3]1[cH:4][c:5]([CH2:12][CH2:13][OH:14])[cH:6][c:7]2[c:8]1[O:9][CH2:10][O:11]2.[CH3:26][c:27]1[cH:28][cH:29][cH:30][cH:31][cH:32]1.[OH2:25].[S:21]([Cl:22])([Cl:23])=[O:24].[cH:15]1[cH:16][cH:17][n:18][cH:19][cH:20]1>>[CH3:1][O:2][c:3]1[cH:4][c:5]([CH2:12][CH2:13][Cl:23])[cH:6][c:7]2[c:8]1[O:9][CH2:10][O:11]2. Yields the product COc1cc(CCCl)cc2c1OCO2. Reactants: C1(=CC=CC=C1)C(=N)CC=O ((phenyl)formimidoylacetaldehyde), [OH-].[NH4+] (ammonium hydroxide), C(C)O (ethanol), NC(=O)N (urea), Cl (hydrochloric acid). Product: C1(=CC=CC=C1)C=1C=NC(=NC1)O (5-Phenyl-2-pyrimidinol). RXN SMILES: [C:1]1([C:7]([CH2:9]C=O)=N)[CH:6]=[CH:5][CH:4]=[CH:3][CH:2]=1.[NH2:12][C:13]([NH2:15])=[O:14].Cl.[OH-].[NH4+].[CH2:19](O)C>>[C:1]1([C:7]2[CH:9]=[N:12][C:13]([OH:14])=[N:15][CH:19]=2)[CH:2]=[CH:3][CH:4]=[CH:5][CH:6]=1 |f:3.4|. Reported procedure: A mixture of 20.0 g. of (phenyl)formimidoylacetaldehyde and 5.0 g. of urea is heated under reflux in 50 ml. of ethanol and 10 ml. of concentrated hydrochloric acid for 5 hours. The cooled mixture is swamped with 20% aqueous ammonium hydroxide and the precipitate is collected and washed with water. The precipitate is crystallized from ethanol to give 8.0 g. of the product of the Example, m.p. 239°-241° C. Reactants: [NH4+].[Cl-] (NH4Cl), BrC=1C(=CC(=C(C1)C1(C=2N(CC(N1)=S)N=CC2)C)F)F (rac-4-(5-bromo-2,4-difluoro-phenyl)-4-methyl-4,5-dihydro-pyrazolo[1,5-a]pyrazin-6-thione). Solvent: N (ammonia), CCO (EtOH). Conditions: temperature 85 celsius. Yields the product BrC=1C(=CC(=C(C1)C1(C=2N(C=C(N1)N)N=CC2)C)F)F (rac-4-(5-bromo-2,4-difluoro-phenyl)-4-methyl-4,5-dihydro-pyrazolo[1,5-a]pyrazin-6-yl-amine). Isolated yield 78.7%. RXN SMILES: [NH4+:1].[Cl-].[Br:3][C:4]1[C:5]([F:22])=[CH:6][C:7]([F:21])=[C:8]([C:10]2([CH3:20])[NH:15][C:14](=S)[CH2:13][N:12]3[N:17]=[CH:18][CH:19]=[C:11]23)[CH:9]=1>N.CCO>[Br:3][C:4]1[C:5]([F:22])=[CH:6][C:7]([F:21])=[C:8]([C:10]2([CH3:20])[NH:15][C:14]([NH2:1])=[CH:13][N:12]3[N:17]=[CH:18][CH:19]=[C:11]23)[CH:9]=1 |f:0.1|. Procedure details: NH4Cl (0.72 g, 13.4 mmol) was added to a stirred suspension of rac-4-(5-bromo-2,4-difluoro-phenyl)-4-methyl-4,5-dihydro-pyrazolo[1,5-a]pyrazin-6-thione (2.4 g, 6.7 mmol) in ammonia 2 M in EtOH (67 mL) and the mixture was heated at 85° C. for 18 hours. The solvent was removed in vacuo and the residue was suspended in DCM and washed with water. The organic layer was separated, dried (MgSO4), filtered and the solvents evaporated in vacuo. The crude product was purified by flash column chromatograph... As a reaction SMILES: Cl[C:2]1[C:11]2[C:6](=[CH:7][C:8]([O:14][CH2:15][CH2:16][CH2:17][N:18]3[CH2:23][CH2:22][O:21][CH2:20][CH2:19]3)=[C:9]([O:12][CH3:13])[CH:10]=2)[N:5]=[CH:4][C:3]=1[C:24]#[N:25].[Br:26][C:27]1[CH:28]=[C:29]([CH:31]=[CH:32][CH:33]=1)[NH2:30].Cl.N1C=CC=CC=1.C(OCCO)C>>[Br:26][C:27]1[CH:28]=[C:29]([NH:30][C:2]2[C:11]3[C:6](=[CH:7][C:8]([O:14][CH2:15][CH2:16][CH2:17][N:18]4[CH2:23][CH2:22][O:21][CH2:20][CH2:19]4)=[C:9]([O:12][CH3:13])[CH:10]=3)[N:5]=[CH:4][C:3]=2[C:24]#[N:25])[CH:31]=[CH:32][CH:33]=1 |f:2.3|. The reactants are ClC1=C(C=NC2=CC(=C(C=C12)OC)OCCCN1CCOCC1)C#N (4-chloro-6-methoxy-7-(3-morpholin-4-yl-propoxy)-quinoline-3-carbonitrile), C(C)OCCO (2-ethoxy ethanol), BrC=1C=C(N)C=CC1 (3-bromo aniline), Cl.N1=CC=CC=C1 (pyridine hydrochloride). The product is BrC=1C=C(C=CC1)NC1=C(C=NC2=CC(=C(C=C12)OC)OCCCN1CCOCC1)C#N (4-(3-Bromo-phenylamino)-6-methoxy-7-(3-morpholin-4-yl-propoxy)-quinoline-3-carbonitrile). Procedure: The method of Example 312 was used as well as 0.3 g of 4-chloro-6-methoxy-7-(3-morpholin-4-yl-propoxy)-quinoline-3-carbonitrile, 0.12 ml of 3-bromo aniline, 0.1 g of pyridine hydrochloride and 4.0 ml of 2-ethoxy ethanol. This afforded an oil which was purified by silica gel flash chromatography utilizing a gradient of methylene chloride/methanol (96:4 to 92:8) to give 0.22 g of the tide compound as an off white solid, mp 115-118 C; mass spectrum (ES, m/e):M+H499.